From a dataset of the Open Reaction Database (ORD), a public repository of structured organic reaction records. describe an organic reaction: reactants, conditions, products, and yield Starting materials: [NH4+].[OH-] (ammonia aqueous), ClC1=C(C=C(C=C1)NN=C1N=C(OC1=O)C1=CC=CC=C1)COCC(C(F)(F)F)(F)F (2-phenyl-4,5-oxazoledione 4-[4-chloro-3-(2,2,3,3,3-pentafluoropropoxy)methylphenyl]hydrazone). Run in O (water). Conditions: temperature 80 celsius. Yields the product ClC1=C(C=C(C=C1)N1N=C(N=C1C1=CC=CC=C1)C(=O)N)COCC(C(F)(F)F)(F)F (1-[4-chloro-3-(2,2,3,3,3-pentafluoropropoxymethyl)phenyl]-5-phenyl-1-H-1,2,4-triazole-3-carboxamide). As a reaction SMILES: [NH4+:1].[OH-].[Cl:3][C:4]1[CH:9]=[CH:8][C:7]([NH:10][N:11]=[C:12]2[C:16](=O)[O:15][C:14]([C:18]3[CH:23]=[CH:22][CH:21]=[CH:20][CH:19]=3)=[N:13]2)=[CH:6][C:5]=1[CH2:24][O:25][CH2:26][C:27]([F:33])([F:32])[C:28]([F:31])([F:30])[F:29]>O>[Cl:3][C:4]1[CH:9]=[CH:8][C:7]([N:10]2[C:14]([C:18]3[CH:23]=[CH:22][CH:21]=[CH:20][CH:19]=3)=[N:13][C:12]([C:16]([NH2:1])=[O:15])=[N:11]2)=[CH:6][C:5]=1[CH2:24][O:25][CH2:26][C:27]([F:32])([F:33])[C:28]([F:31])([F:30])[F:29] |f:0.1|. Procedure details: A 29% ammonia aqueous solution (8.82 g, 150 mmol) was added to 100 g of water, and to the solution was added 2-phenyl-4,5-oxazoledione 4-[4-chloro-3-(2,2,3,3,3-pentafluoropropoxy)methylphenyl]hydrazone (39.7 g, purity: 97%, water content: 40%, 50 mmol). The mixture was vigorously stirred to produce a slurry. The slurry was heated to 80° C. in a water bath. In the course of the heating, the slurry abruptly changed its color, exhibiting an increase in the viscosity, at 65°-70° C. Reactants: C(CCl)Cl (EDC), C(C)(C)(C)OC(=O)N(S(=O)(=O)C)C=1C=C(C(=O)O)C=CC1OCC1CC1 (3-(N-(tert-butoxycarbonyl)methylsulfonamido)-4-(cyclopropylmethoxy)benzoic acid), Cl.NCC(=O)O[C@@H](CC1=C(C=[N+](C=C1Cl)[O-])Cl)C1=CC(=C(C=C1)OC(F)F)OCC1CC1 ((S)-4-(2-(2-aminoacetoxy)-2-(3-(cyclopropylmethoxy)-4-(difluoromethoxy)-phenyl)ethyl)-3,5-dichloropyridine 1-oxide hydrochloride), CN(C)C=O (DMF). The reagents and catalysts are CN(C)C=1C=CN=CC1 (DMAP). Solvent: Cl (HCl). Run at time 8 hour. Yields the product C(C)(C)(C)OC(=O)N(S(=O)(=O)C)C1=C(C=C(C(=O)NCC(=O)O[C@@H](CC2=C(C=[N+](C=C2Cl)[O-])Cl)C2=CC(=C(C=C2)OC(F)F)OCC2CC2)C=C1)OCC1CC1 ((S)-4-(2-(2-(4-(N-(tert-butoxycarbonyl)-methylsulfonamido)-3-(cyclopropylmethoxy)benzamido)-acetoxy)-2-(3-(cyclopropylmethoxy)-4-(difluoromethoxy)phenyl)ethyl)-3,5-dichloropyridine 1-oxide). As a reaction SMILES: Cl.[NH2:2][CH2:3][C:4]([O:6][C@H:7]([C:18]1[CH:23]=[CH:22][C:21]([O:24][CH:25]([F:27])[F:26])=[C:20]([O:28][CH2:29][CH:30]2[CH2:32][CH2:31]2)[CH:19]=1)[CH2:8][C:9]1[C:14]([Cl:15])=[CH:13][N+:12]([O-:16])=[CH:11][C:10]=1[Cl:17])=[O:5].[C:33]([O:37][C:38]([N:40]([C:45]1[CH:46]=[C:47]([CH:51]=[CH:52][C:53]=1[O:54][CH2:55][CH:56]1[CH2:58][CH2:57]1)C(O)=O)[S:41]([CH3:44])(=[O:43])=[O:42])=[O:39])([CH3:36])([CH3:35])[CH3:34].C(Cl)CCl.CN([CH:66]=[O:67])C>CN(C1C=CN=CC=1)C.Cl>[C:33]([O:37][C:38]([N:40]([C:45]1[CH:46]=[CH:47][C:51]([C:66]([NH:2][CH2:3][C:4]([O:6][C@H:7]([C:18]2[CH:23]=[CH:22][C:21]([O:24][CH:25]([F:27])[F:26])=[C:20]([O:28][CH2:29][CH:30]3[CH2:32][CH2:31]3)[CH:19]=2)[CH2:8][C:9]2[C:14]([Cl:15])=[CH:13][N+:12]([O-:16])=[CH:11][C:10]=2[Cl:17])=[O:5])=[O:67])=[CH:52][C:53]=1[O:54][CH2:55][CH:56]1[CH2:57][CH2:58]1)[S:41]([CH3:44])(=[O:42])=[O:43])=[O:39])([CH3:36])([CH3:34])[CH3:35] |f:0.1|. Procedure details: ((S)-4-(2-(2-aminoacetoxy)-2-(3-(cyclopropylmethoxy)-4-(difluoromethoxy)-phenyl)ethyl)-3,5-dichloropyridine 1-oxide hydrochloride) (103 mg; 0.2 mmol) was dissolved in DMF (1.5 ml), then 3-(N-(tert-butoxycarbonyl)methylsulfonamido)-4-(cyclopropylmethoxy)benzoic acid (80 mg, 0.2 mmol), (for a reference procedure see Example 18, WO 2010/089107, which is incorporated herein by reference in its entirety), EDC (80 mg, 0.42 mmol), and DMAP (60 mg, 0.49 mmol) were added. The reaction was stirred at RT o... Starting materials: CO, CC1COCCN1c1cc(C(=O)O)nc(-c2ccc(N)cc2)n1, O=S(=O)(O)O. Product: COC(=O)c1cc(N2CCOCC2C)nc(-c2ccc(N)cc2)n1. RXN SMILES: [CH3:29][OH:30].[NH2:1][c:2]1[cH:3][cH:4][c:5](-[c:8]2[n:9][c:10]([N:17]3[CH:18]([CH3:23])[CH2:19][O:20][CH2:21][CH2:22]3)[cH:11][c:12]([C:14](=[O:15])[OH:16])[n:13]2)[cH:6][cH:7]1.[S:24](=[O:25])(=[O:26])([OH:27])[OH:28]>>[NH2:1][c:2]1[cH:3][cH:4][c:5](-[c:8]2[n:9][c:10]([N:17]3[CH:18]([CH3:23])[CH2:19][O:20][CH2:21][CH2:22]3)[cH:11][c:12]([C:14](=[O:15])[O:16][CH3:29])[n:13]2)[cH:6][cH:7]1. The reactants are BrC=1C=C2C(=NC1)C(C1=C(CC2)C=C(C=C1)Cl)N1CCN(CC1)C(CC1CCNCC1)=O (1-(3-Bromo-8-chloro-6,11-dihydro-5 H-benzo[5,6]-cyclohepta[1,2-b] pyridin-11-yl)-4-[(4-piperidinyl)acetyl]-piperazine), BrC=1C=C2C(=NC1)C(C1=C(CC2)C=C(C=C1)Cl)N1CCN(CC1)C(CC1CCNCC1)=O (1-(3-Bromo-8-chloro-6,11-dihydro-5 H-benzo[5,6]-cyclohepta[1,2-b] pyridin-11-yl)-4-[(4-piperidinyl)acetyl]-piperazine), C1(=CC=CC=C1)C(C1=CC=CC=C1)C1=C(C(=O)N=C([O-])[O-])C=CC=C1 (diphenylmethylbenzoylcarbonimidate). Run in CC(C)O (2-propanol). Yields the product BrC=1C=C2C(=NC1)C(C1=C(CC2)C=C(C=C1)Cl)N1CCN(CC1)C(CC1CCN(CC1)C(OC1=CC=CC=C1)=NC(C1=CC=CC=C1)=O)=O (PHENYL 4-[2-[4-(3-BROMO-8-CHLORO-6,11-DIHYDRO-5 H-BENZO[5,6]CYCLOHEPTA[1,2-b]PYRIDIN-11-YL)-1-PIPERAZINYL]-2-OXOETHYL]-N-BENZOYL-1-PIPERIDINE-CARBOXIMIDATE), Formula 24.0. Reaction SMILES: [Br:1][C:2]1[CH:3]=[C:4]2[CH2:12][CH2:11][C:10]3[CH:13]=[C:14]([Cl:17])[CH:15]=[CH:16][C:9]=3[CH:8]([N:18]3[CH2:23][CH2:22][N:21]([C:24](=[O:32])[CH2:25][CH:26]4[CH2:31][CH2:30][NH:29][CH2:28][CH2:27]4)[CH2:20][CH2:19]3)[C:5]2=[N:6][CH:7]=1.C1(C([C:46]2[CH:57]=[CH:56][CH:55]=[CH:54][C:47]=2[C:48]([N:50]=[C:51]([O-:53])[O-])=[O:49])C2C=CC=CC=2)C=CC=CC=1>CC(O)C>[Br:1][C:2]1[CH:3]=[C:4]2[CH2:12][CH2:11][C:10]3[CH:13]=[C:14]([Cl:17])[CH:15]=[CH:16][C:9]=3[CH:8]([N:18]3[CH2:19][CH2:20][N:21]([C:24](=[O:32])[CH2:25][CH:26]4[CH2:31][CH2:30][N:29]([C:51](=[N:50][C:48](=[O:49])[C:47]5[CH:46]=[CH:57][CH:56]=[CH:55][CH:54]=5)[O:53][C:9]5[CH:16]=[CH:15][CH:14]=[CH:13][CH:10]=5)[CH2:28][CH2:27]4)[CH2:22][CH2:23]3)[C:5]2=[N:6][CH:7]=1. Procedure: 1-(3-Bromo-8-chloro-6,11-dihydro-5 H-benzo[5,6]cyclo-hepta[1,2-b] pyridin-11-yl)-4-[(4-piperidinyl)acetyl]piperazine (1 equivalent) (Formula 47.0, prepare as described in Preparative Example 11) and diphenylmethylbenzoylcarbonimidate (1.2 equivalents) [prepare as described in: A. Buschauer, Arch. Pharm., 377-378 (1987)] are dissolved in 2-propanol and the mixture is heated as described in Example 1 above to give the title compound (Formula 24.0). The reactants are ClC=1C=C(C=CC1Cl)CN1N=NC(=C1C)C(=O)NC=1SC(=C(N1)C)C(=O)OCC (ethyl 2-[({1-[(3,4-dichlorophenyl)methyl]-5-methyl-1H-1,2,3-triazol-4-yl}carbonyl)amino]-4-methyl-1,3-thiazole-5-carboxylate), solution, CC(C)C[AlH]CC(C)C (DIBAL-H), C1(=CC=CC=C1)C (toluene), [NH4+].[Cl-] (NH4Cl). Run in O (water), CCOCC (Ether), C1CCOC1 (THF). Run at time 27 hour. The product is ClC=1C=C(C=CC1Cl)CN1N=NC(=C1C)C(=O)NC=1SC(=C(N1)C)CO (1-[(3,4-Dichlorophenyl)methyl]-N-[5-(hydroxymethyl)-4-methyl-1,3-thiazol-2-yl]-5-methyl-1H-1,2,3-triazole-4-carboxamide), solid. Yield: 3.0%. Reaction SMILES: [Cl:1][C:2]1[CH:3]=[C:4]([CH2:9][N:10]2[C:14]([CH3:15])=[C:13]([C:16]([NH:18][C:19]3[S:20][C:21]([C:25](OCC)=[O:26])=[C:22]([CH3:24])[N:23]=3)=[O:17])[N:12]=[N:11]2)[CH:5]=[CH:6][C:7]=1[Cl:8].CC(C[AlH]CC(C)C)C.C1(C)C=CC=CC=1.[NH4+].[Cl-]>C1COCC1.O.CCOCC>[Cl:1][C:2]1[CH:3]=[C:4]([CH2:9][N:10]2[C:14]([CH3:15])=[C:13]([C:16]([NH:18][C:19]3[S:20][C:21]([CH2:25][OH:26])=[C:22]([CH3:24])[N:23]=3)=[O:17])[N:12]=[N:11]2)[CH:5]=[CH:6][C:7]=1[Cl:8] |f:3.4|. Procedure details: To a solution of ethyl 2-[({1-[(3,4-dichlorophenyl)methyl]-5-methyl-1H-1,2,3-triazol-4-yl}carbonyl)amino]-4-methyl-1,3-thiazole-5-carboxylate (Example 2) (0.1 g, 0.22 mmol) in THF was added a 1M solution of DIBAL-H in toluene (2.76 mL, 6 eq) and the reaction was stirred to room temperature for 27 hours. Ether was added followed by solid NH4Cl. After 30 min, water was added and the mixture was filtered. The aqueous phase was extracted with ether, dried over sodium sulphate and evaporated. After p... The reactants are Cl.Cl.COC([C@@H](N)CC1=CNC=N1)=O (histidine methyl ester dihydrochloride), N (ammonia). Solvent: C(Cl)(Cl)Cl (chloroform). Product: COC([C@@H](N)CC1=CNC=N1)=O (histidine methyl ester). As a reaction SMILES: Cl.Cl.[CH3:3][O:4][C:5](=[O:14])[C@H:6]([CH2:8][C:9]1[N:13]=[CH:12][NH:11][CH:10]=1)[NH2:7].N>C(Cl)(Cl)Cl>[CH3:3][O:4][C:5](=[O:14])[C@H:6]([CH2:8][C:9]1[N:13]=[CH:12][NH:11][CH:10]=1)[NH2:7] |f:0.1.2|. Procedure: A suspension of 12.1 g histidine methyl ester dihydrochloride in 150 mL chloroform is treated at 0° C. with excess anhydrous ammonia. The resulting suspension is filtered and the filtrate is evaporated to give histidine methyl ester as an oil. This oil is dissolved in 100 mL dichloromethane and added dropwise to a refluxing solution of 8.1 g carbonyl diimidazole in 100 mL dichloromethane. Refluxing is continued 15 min after addition is complete then the reaction mixture is concentrated until it ... The reactants are C(=O)([O-])[O-].[Cs+].[Cs+] (Cs2CO3), FCOS(=O)(=O)C1=CC=C(C=C1)C (Toluene-4-sulfonic acid fluoromethyl ester), Br.NC1=NC=2N(C=C1)C=C(N2)C=2C=C(C=CC2)O (3-(7-aminoimidazo[1,2-a]pyrimidin-2-yl)phenol hydrobromide). Run in CN(C)C=O (DMF), CN(C)C=O (DMF), O (H2O). Conditions: temperature 70 celsius, time 8 hour. The product is FCOC=1C=C(C=CC1)C=1N=C2N(C=CC(=N2)N)C1 (2-(3-Fluoromethoxy-phenyl)-imidazo[1,2-a]pyrimidin-7-ylamine). The yield is 47.8%. As a reaction SMILES: Br.[NH2:2][C:3]1[CH:8]=[CH:7][N:6]2[CH:9]=[C:10]([C:12]3[CH:13]=[C:14]([OH:18])[CH:15]=[CH:16][CH:17]=3)[N:11]=[C:5]2[N:4]=1.[F:19][CH2:20]OS(C1C=CC(C)=CC=1)(=O)=O.C([O-])([O-])=O.[Cs+].[Cs+]>CN(C=O)C.O>[F:19][CH2:20][O:18][C:14]1[CH:13]=[C:12]([C:10]2[N:11]=[C:5]3[N:4]=[C:3]([NH2:2])[CH:8]=[CH:7][N:6]3[CH:9]=2)[CH:17]=[CH:16][CH:15]=1 |f:0.1,3.4.5|. Procedure: In a sealed tube 3-(7-aminoimidazo[1,2-a]pyrimidin-2-yl)phenol hydrobromide (260 mg, 0.85 mmol) was combined in DMF (3 ml) to give a brown solution. Toluene-4-sulfonic acid fluoromethyl ester (249 mg, 1.22 mmol; CAS Nr. 114435-86-8) was dissolved in DMF and added. Cs2CO3 (527 mg, 1.62 mmol) was added. The reaction mixture was heated under argon to 70° C. for 9 h, then stirring was continued overnight at RT. The reaction mixture was diluted with H2O (30 ml) and extracted with EtOAc (3×30 ml). The...